This data is from the Open Reaction Database (ORD), a public repository of structured organic reaction records. The task is: describe an organic reaction: reactants, conditions, products, and yield Reactants: CCN=C=NCCCN(C)C, CCN(C(C)C)C(C)C, Cl, Cl, O=C(c1ccccc1C(F)(F)F)N1CCNCC1, CN(C)C=O, O, On1nnc2ccccc21, O=C(O)CNC(=O)c1ccco1. Product: O=C(NCC(=O)N1CCN(C(=O)c2ccccc2C(F)(F)F)CC1)c1ccco1. RXN SMILES: [CH3:32][CH2:33][N:34]=[C:35]=[N:36][CH2:37][CH2:38][CH2:39][N:40]([CH3:41])[CH3:42].[CH:1]([N:2]([CH2:3][CH3:4])[CH:5]([CH3:6])[CH3:7])([CH3:8])[CH3:9].[ClH:43].[ClH:44].[N:45]1([C:51](=[O:52])[c:53]2[c:54]([C:59]([F:60])([F:61])[F:62])[cH:55][cH:56][cH:57][cH:58]2)[CH2:46][CH2:47][NH:48][CH2:49][CH2:50]1.[O:63]=[CH:64][N:65]([CH3:66])[CH3:67].[OH2:68].[OH:22][n:23]1[c:24]2[c:25]([cH:26][cH:27][cH:28][cH:29]2)[n:30][n:31]1.[o:10]1[c:11]([C:15](=[O:16])[NH:17][CH2:18][C:19](=[O:20])[OH:21])[cH:12][cH:13][cH:14]1>>[o:10]1[c:11]([C:15](=[O:16])[NH:17][CH2:18][C:19](=[O:21])[N:48]2[CH2:47][CH2:46][N:45]([C:51](=[O:52])[c:53]3[c:54]([C:59]([F:60])([F:61])[F:62])[cH:55][cH:56][cH:57][cH:58]3)[CH2:50][CH2:49]2)[cH:12][cH:13][cH:14]1.